This data is from the Open Reaction Database (ORD), a public repository of structured organic reaction records. The task is: describe an organic reaction: reactants, conditions, products, and yield Reactants: CCCCCBr, CCc1cc(O)c(OCc2ccccc2)cc1OCCCCCC(C)(C)C#N. The product is CCCCCOc1cc(CC)c(OCCCCCC(C)(C)C#N)cc1OCc1ccccc1. As a reaction SMILES: [Br:29][CH2:30][CH2:31][CH2:32][CH2:33][CH3:34].[CH2:1]([c:2]1[cH:3][cH:4][cH:5][cH:6][cH:7]1)[O:8][c:9]1[cH:10][c:11]([O:18][CH2:19][CH2:20][CH2:21][CH2:22][CH2:23][C:24]([CH3:25])([CH3:26])[C:27]#[N:28])[c:12]([CH2:16][CH3:17])[cH:13][c:14]1[OH:15]>>[CH2:1]([c:2]1[cH:3][cH:4][cH:5][cH:6][cH:7]1)[O:8][c:9]1[cH:10][c:11]([O:18][CH2:19][CH2:20][CH2:21][CH2:22][CH2:23][C:24]([CH3:25])([CH3:26])[C:27]#[N:28])[c:12]([CH2:16][CH3:17])[cH:13][c:14]1[O:15][CH2:30][CH2:31][CH2:32][CH2:33][CH3:34]. The product is CN(C)C(C#N)c1ncccn1. As a reaction SMILES: [CH3:9][NH:10][CH3:11].[K:12][C:13]#[N:14].[OH2:15].[n:1]1[c:2]([CH:7]=[O:8])[n:3][cH:4][cH:5][cH:6]1>>[n:1]1[c:2]([CH:7]([N:10]([CH3:9])[CH3:11])[C:13]#[N:14])[n:3][cH:4][cH:5][cH:6]1. The reactants are CNC, N#C[K], O, O=Cc1ncccn1. The reactants are N1CNC=C2C1=NC=C2 (Dihydropyrrolo[2,3-d]pyrimidine), C(C)OC(C(CC(=O)OCC)C(=O)OCC)=O (2-Ethoxycarbonyl-succinic acid diethyl ester), C(=N)N (formamidine). Yields the product COC(CC=1C(=NC=NC1O)O)=O ((4,6-Dihydroxypyrimidin-5-yl)-acetic acid methyl ester). As a reaction SMILES: [NH:1]1C2=NC=CC2=C[NH:3][CH2:2]1.C([O:12][C:13](=O)[CH:14]([C:21]([O:23]CC)=O)[CH2:15][C:16]([O:18][CH2:19]C)=[O:17])C.C(N)=N>>[CH3:19][O:18][C:16](=[O:17])[CH2:15][C:14]1[C:21]([OH:23])=[N:1][CH:2]=[N:3][C:13]=1[OH:12]. Reported procedure: Dihydropyrrolo[2,3-d]pyrimidine derivatives may be prepared as shown in FIG. 39. 2-Ethoxycarbonyl-succinic acid diethyl ester (200) was heated with formamidine to provide (4,6-Dihydroxypyrimidin-5-yl)-acetic acid methyl ester (201). Halogenation of compound (201) with (for example) POCl3 gave the dichloropyrimidine derivative (202). Treating compound (142) with base (e.g., KH) in THF and an electrophile R3X affords the intermediate (203). Reduction with an agent such as DIBAL-H gives the alcohol... Reactants: CC(=O)c1ccc(OCc2ccccc2)c(C(=O)Nc2cc(C(F)(F)F)cc(C(F)(F)F)c2)c1, CCO, C1CCOC1. The product is CC(=O)c1ccc(O)c(C(=O)Nc2cc(C(F)(F)F)cc(C(F)(F)F)c2)c1. Reaction SMILES: [C:4]([CH3:5])(=[O:6])[c:7]1[cH:8][cH:9][c:10]([O:30][CH2:31][c:32]2[cH:33][cH:34][cH:35][cH:36][cH:37]2)[c:11]([C:12](=[O:13])[NH:14][c:15]2[cH:16][c:17]([C:25]([F:26])([F:27])[F:28])[cH:18][c:19]([C:21]([F:22])([F:23])[F:24])[cH:20]2)[cH:29]1.[CH3:1][CH2:2][OH:3].[O:38]1[CH2:39][CH2:40][CH2:41][CH2:42]1>>[C:4]([CH3:5])(=[O:6])[c:7]1[cH:8][cH:9][c:10]([OH:30])[c:11]([C:12](=[O:13])[NH:14][c:15]2[cH:16][c:17]([C:25]([F:26])([F:27])[F:28])[cH:18][c:19]([C:21]([F:22])([F:23])[F:24])[cH:20]2)[cH:29]1.